Dataset: the Open Reaction Database (ORD), a public repository of structured organic reaction records. Task: describe an organic reaction: reactants, conditions, products, and yield Starting materials: CC(C)(C)[O-].[Na+] (NaOtBu), BrC1=CC=C(C(=O)C2=CC=CC=C2)C=C1 (4-Bromobenzophenone), C(CC)(=O)C1=CC=CC=C1 (Propiophenone). The reagents and catalysts are CC(=O)[O-].CC(=O)[O-].[Pd+2] (Pd(OAc)2), C(C)(C)(C)P(C(C)(C)C)C(C)(C)C (Tri-t-butylphosphine). The solvent is CCCCCC.CCOC(=O)C (hexane EtOAc). Product: C(C1=CC=CC=C1)(=O)C1=CC=C(C=C1)C(C(=O)C1=CC=CC=C1)C (2-(4-Benzoylphenyl)-1-phenyl-1-propanone). Isolated yield 96.7%. As a reaction SMILES: CC([O-])(C)C.[Na+].Br[C:8]1[CH:21]=[CH:20][C:11]([C:12]([C:14]2[CH:19]=[CH:18][CH:17]=[CH:16][CH:15]=2)=[O:13])=[CH:10][CH:9]=1.[C:22]([C:26]1[CH:31]=[CH:30][CH:29]=[CH:28][CH:27]=1)(=[O:25])[CH2:23][CH3:24]>CC([O-])=O.CC([O-])=O.[Pd+2].C(P(C(C)(C)C)C(C)(C)C)(C)(C)C.CCCCCC.CCOC(C)=O>[C:12]([C:11]1[CH:20]=[CH:21][C:8]([CH:23]([CH3:24])[C:22]([C:26]2[CH:31]=[CH:30][CH:29]=[CH:28][CH:27]=2)=[O:25])=[CH:9][CH:10]=1)(=[O:13])[C:14]1[CH:19]=[CH:18][CH:17]=[CH:16][CH:15]=1 |f:0.1,4.5.6,8.9|. Procedure details: Pd(OAc)2 (4.5 mg, 0.020 mmol), Tri-t-butylphosphine (4.1 mg, 0.020 mmol), NaOtBu (144 mg, 1.50 mmol), 4-Bromobenzophenone (261 mg, 1.00 mmol) and Propiophenone (148 mg, 1.10 mmol) were used. Reaction at 70° C. for 12 h gave 304 mg (97%) of 2-(4-Benzoylphenyl)-1-phenyl-1-propanone after silica gel chromatography (hexane/EtOAc=85/15). 1H NMR: (CDCl3) δ 7.96 (d, J=7.7 Hz, 2H) , 7.76-7.75 (m, 4H), 7.58 (t, J=7.2 Hz, 1H), 7.52 (t, J=7.1 Hz, 1H), 7.47 (t, J=7.7 Hz, 2H), 7.43-7.40 (m, 4H), 4.79 (q, J=6... Reactants: Cl.ClC=1C=C(CNC(=N)C=2OC(=CC2)C2=C(C=CC=C2)[N+](=O)[O-])C=CC1Cl (N-(3,4-Dichlorobenzyl)-5-(2-nitrophenyl)-2-furancarboximidamide Hydrochloride), C(C)O (ethanol), C (Darco). The reagents and catalysts are [Pd] (Pd/C). Solvent: CO (Methanol). Conditions: time 5 hour. Yields the product C[O-].Cl.NC1=C(C=CC=C1)C1=CC=C(O1)C(NCC1=CC(=C(C=C1)Cl)Cl)=N (5-(2-Aminophenyl)-N-(3,4-dichlorobenzyl)-2-furancarboximidamide Hydrochloride Methanolate). Reaction SMILES: Cl.[Cl:2][C:3]1[CH:4]=[C:5]([CH:24]=[CH:25][C:26]=1[Cl:27])[CH2:6][NH:7][C:8]([C:10]1[O:11][C:12]([C:15]2[CH:20]=[CH:19][CH:18]=[CH:17][C:16]=2[N+:21]([O-])=O)=[CH:13][CH:14]=1)=[NH:9].C(O)C.C>[Pd].CO>[CH3:10][O-:11].[ClH:2].[NH2:21][C:16]1[CH:17]=[CH:18][CH:19]=[CH:20][C:15]=1[C:12]1[O:11][C:10]([C:8](=[NH:9])[NH:7][CH2:6][C:5]2[CH:24]=[CH:25][C:26]([Cl:27])=[C:3]([Cl:2])[CH:4]=2)=[CH:14][CH:13]=1 |f:0.1,6.7.8|. Procedure: The mixture of the compound of Example I (31 g, 0.073 mole), ethanol (350 ml) and 5% Pd/C-50% H2O (1.5 g) was subjected to hydrogenation for 5 hours at room temperature, using 14.0 psia H2 (theory: 14.7 psia). Methanol (1000 ml) was added to the reaction mixture. The mixture was heated, treated with Darco, filtered, and the filtrate was reduced in volume to 400 ml under reduced pressure. The mixture was cooled and the product was collected by filtration. The product was recrystallized from metha...